From a dataset of the Open Reaction Database (ORD), a public repository of structured organic reaction records. describe an organic reaction: reactants, conditions, products, and yield The reactants are COC([C@H](CC1=C(C=C(C=C1)O)C)OCC)=O ((2S)-2-ethoxy-3-(4-hydroxy-2-methyl-phenyl)-propionic acid methyl ester), C([O-])([O-])=O.[Cs+].[Cs+] (cesium carbonate), ClC=1C=C(C=CC1F)C=1SC=C(N1)CCl (2-(3-chloro-4-fluoro-phenyl)-4-chloromethyl-thiazole), ClC=1C=C(C(=S)N)C=CC1F (3-chloro-4-fluoro-thiobenzamide), ClCC(=O)CCl (1,3-dichloroacetone), [I-].[K+] (potassium iodide). Yields the product COC([C@H](CC1=C(C=C(C=C1)OCC=1N=C(SC1)C1=CC(=C(C=C1)F)Cl)C)OCC)=O ((2S)-3-{4-[2-(3-chloro-4-fluoro-phenyl)-thiazol-4-ylmethoxy]-2-methyl-phenyl}-2-ethoxy-propionic acid methyl ester). As a reaction SMILES: [CH3:1][O:2][C:3](=[O:17])[C@@H:4]([O:14][CH2:15][CH3:16])[CH2:5][C:6]1[CH:11]=[CH:10][C:9]([OH:12])=[CH:8][C:7]=1[CH3:13].[Cl:18][C:19]1[CH:20]=[C:21]([C:26]2[S:27][CH:28]=[C:29]([CH2:31]Cl)[N:30]=2)[CH:22]=[CH:23][C:24]=1[F:25].ClC1C=C(C=CC=1F)C(N)=S.ClCC(CCl)=O.C(=O)([O-])[O-].[Cs+].[Cs+].[I-].[K+]>>[CH3:1][O:2][C:3](=[O:17])[C@@H:4]([O:14][CH2:15][CH3:16])[CH2:5][C:6]1[CH:11]=[CH:10][C:9]([O:12][CH2:31][C:29]2[N:30]=[C:26]([C:21]3[CH:22]=[CH:23][C:24]([F:25])=[C:19]([Cl:18])[CH:20]=3)[S:27][CH:28]=2)=[CH:8][C:7]=1[CH3:13] |f:4.5.6,7.8|. Procedure details: In analogy to the procedure described in example 14 b], (2S)-2-ethoxy-3-(4-hydroxy-2-methyl-phenyl)-propionic acid methyl ester was reacted with 2-(3-chloro-4-fluoro-phenyl)-4-chloromethyl-thiazole (prepared from 3-chloro-4-fluoro-thiobenzamide and 1,3-dichloroacetone in analogy to the procedure described in example 4 a]) in the presence of cesium carbonate and potassium iodide to yield (2S)-3-{4-[2-(3-chloro-4-fluoro-phenyl)-thiazol-4-ylmethoxy]-2-methyl-phenyl}-2-ethoxy-propionic acid methyl e... The reactants are ClC1=C(C(=O)OC)C=CC(=C1C(=O)NN)S(=O)(=O)C (methyl 2-chloro-3-hydrazinocarbonyl-4-methylsulfonylbenzoate), C(OCC)(OCC)OCC (triethyl orthoformate). Product: ClC1=C(C(=O)OC)C=CC(=C1C=1OC=NN1)S(=O)(=O)C (methyl 2-chloro-4-methylsulfonyl-3-(1,3,4-oxadiazol-2-yl)benzoate). As a reaction SMILES: [Cl:1][C:2]1[C:11]([C:12]([NH:14][NH2:15])=[O:13])=[C:10]([S:16]([CH3:19])(=[O:18])=[O:17])[CH:9]=[CH:8][C:3]=1[C:4]([O:6][CH3:7])=[O:5].[CH:20](OCC)(OCC)OCC>>[Cl:1][C:2]1[C:11]([C:12]2[O:13][CH:20]=[N:15][N:14]=2)=[C:10]([S:16]([CH3:19])(=[O:18])=[O:17])[CH:9]=[CH:8][C:3]=1[C:4]([O:6][CH3:7])=[O:5]. Procedure details: 1.16 g (3.8 mmol) of methyl 2-chloro-3-hydrazinocarbonyl-4-methylsulfonylbenzoate and 10 ml of triethyl orthoformate were heated under reflux for 6 hours. The precipitate that had formed was filtered off with suction, washed with n-hexane and subsequently taken up in 20 ml of toluene. After the addition of p-toluenesulfonic acid, the mixture was heated at reflux for 3 hours and then cooled, washed with water, dried and concentrated. 0.62 g (52% of thoery) of methyl 2-chloro-4-methylsulfonyl-3-(1...